Task: describe an organic reaction: reactants, conditions, products, and yield. Dataset: the Open Reaction Database (ORD), a public repository of structured organic reaction records The reactants are BrCC(=O)N (2-bromoacetamide), [H-].[Na+] (Sodium hydride), C(C)C1=CC(=C(OC2=C(C=C(C(=O)N3CC(NCC3)=O)C=C2)F)C=C1F)OC (4-[4-(4-ethyl-5-fluoro-2-methoxyphenoxy)-3-fluorobenzoy]-piperazin-2-one), C(C)(=O)OCC (ethyl acetate). The solvent is O (water), O1CCCC1 (tetrahydrofuran). Conditions: time 15 minute. The product is C(C)C1=CC(=C(OC2=C(C=C(C(=O)N3CC(N(CC3)CC(=O)N)=O)C=C2)F)C=C1F)OC (2-[4-(4-(4-Ethyl-5-fluoro-2-methoxyphenoxy)-3-fluorobenzoyl]-2-oxopiperazin-1-yl)acetamide), solid. The yield is 65.0%. RXN SMILES: [H-].[Na+].[CH2:3]([C:5]1[C:27]([F:28])=[CH:26][C:8]([O:9][C:10]2[CH:24]=[CH:23][C:13]([C:14]([N:16]3[CH2:21][CH2:20][NH:19][C:18](=[O:22])[CH2:17]3)=[O:15])=[CH:12][C:11]=2[F:25])=[C:7]([O:29][CH3:30])[CH:6]=1)[CH3:4].Br[CH2:32][C:33]([NH2:35])=[O:34].C(OCC)(=O)C>O1CCCC1.O>[CH2:3]([C:5]1[C:27]([F:28])=[CH:26][C:8]([O:9][C:10]2[CH:24]=[CH:23][C:13]([C:14]([N:16]3[CH2:21][CH2:20][N:19]([CH2:32][C:33]([NH2:35])=[O:34])[C:18](=[O:22])[CH2:17]3)=[O:15])=[CH:12][C:11]=2[F:25])=[C:7]([O:29][CH3:30])[CH:6]=1)[CH3:4] |f:0.1|. Reported procedure: Sodium hydride (60% in oil, 49 mg, 1.2 mmol) was added to a solution of 4-[4-(4-ethyl-5-fluoro-2-methoxyphenoxy)-3-fluorobenzoy]-piperazin-2-one (which may be prepared in accordance with the experimental described in Example 5, step 1; 400 mg, 1 mmol) in tetrahydrofuran (10 mL). The reaction mixture was stirred at room temperature for 15 minutes prior to the addition of 2-bromoacetamide (212 mg, 1.5 mmol). After stirring for 2 days at room temperature, the reaction mixture was diluted by additio... Starting materials: O1COC2=C1C=CC(=C2)C(C)=O (1-benzo[1,3]dioxol-5-yl-ethanone), [BH4-].[Na+] (sodium borohydride), CC(OCC)=O (EA), [BH4-].[Na+] (sodium borohydride). Run in CO (methanol). Product: O1COC2=C1C=CC(=C2)C(C)O (1-benzo[1,3]dioxol-5-yl-ethanol). The yield is 86.3%. As a reaction SMILES: [O:1]1[C:5]2[CH:6]=[CH:7][C:8]([C:10](=[O:12])[CH3:11])=[CH:9][C:4]=2[O:3][CH2:2]1.[BH4-].[Na+].CC(=O)OCC>CO>[O:1]1[C:5]2[CH:6]=[CH:7][C:8]([CH:10]([OH:12])[CH3:11])=[CH:9][C:4]=2[O:3][CH2:2]1 |f:1.2|. Procedure details: To a solution of 1-benzo[1,3]dioxol-5-yl-ethanone (2.5 gm; 15.2 mmol) in methanol (50 mL) is added sodium borohydride (634 mg; 16.7 mmol) in portions allowing for gas evolution. The reaction is stirred at room temperature for 3 hours before additional sodium borohydride is added to give a complete reaction by TLC (20% EA/Hex). The reaction is quenched with saturated ammonium chloride and extracted with ethyl acetate. The organics are separated, washed with water, dried over magnesium sulfate, an... Starting materials: COC1=CC=C(C=C1)C=1OC=C(N1)COC1=CC=CC=C1 (2-(4-Methoxy-phenyl)-4-phenoxymethyl-oxazole), ClS(=O)(=O)O (chlorosulfonic acid). The solvent is ClCCl (dichloromethane). Run at time 2 hour. Yields the product COC1=CC=C(C=C1)C=1OC=C(N1)COC1=CC=C(C=C1)S(=O)(=O)Cl (4-[2-(4-Methoxy-phenyl)-oxazol-4-ylmethoxy]-benzenesulfonyl chloride). Reaction SMILES: [CH3:1][O:2][C:3]1[CH:8]=[CH:7][C:6]([C:9]2[O:10][CH:11]=[C:12]([CH2:14][O:15][C:16]3[CH:21]=[CH:20][CH:19]=[CH:18][CH:17]=3)[N:13]=2)=[CH:5][CH:4]=1.[Cl:22][S:23](O)(=[O:25])=[O:24]>ClCCl>[CH3:1][O:2][C:3]1[CH:4]=[CH:5][C:6]([C:9]2[O:10][CH:11]=[C:12]([CH2:14][O:15][C:16]3[CH:21]=[CH:20][C:19]([S:23]([Cl:22])(=[O:25])=[O:24])=[CH:18][CH:17]=3)[N:13]=2)=[CH:7][CH:8]=1. Reported procedure: 950 mg 2-(4-Methoxy-phenyl)-4-phenoxymethyl-oxazole were dissolved in 9 ml dichloromethane. At −20° C. 0.90 ml chlorosulfonic acid were added dropwise. The cooling bath was removed and the reaction mixture stirred at room temperature for two hours. The reaction mixture was cooled to 0° C., then 20 ml ice water were added and the reaction mixture extracted five times with portions of 50 ml dichloromethane. The combined organic layers were washed with water and then dried over MgSO4. The solvent w... Reactants: CO, [H][H], O=C(Nc1ccccc1)Nc1cccc(-c2ccc(C=C3SC(=O)NC3=O)cc2)c1, C1COCCO1. Yields the product O=C(Nc1ccccc1)Nc1cccc(-c2ccc(CC3SC(=O)NC3=O)cc2)c1. Reaction SMILES: [CH3:39][OH:40].[H:31][H:32].[O:1]=[C:2]1[S:3][C:4](=[CH:8][c:9]2[cH:10][cH:11][c:12](-[c:15]3[cH:16][c:17]([NH:21][C:22](=[O:23])[NH:24][c:25]4[cH:26][cH:27][cH:28][cH:29][cH:30]4)[cH:18][cH:19][cH:20]3)[cH:13][cH:14]2)[C:5](=[O:7])[NH:6]1.[O:33]1[CH2:34][CH2:35][O:36][CH2:37][CH2:38]1>>[O:1]=[C:2]1[S:3][CH:4]([CH2:8][c:9]2[cH:10][cH:11][c:12](-[c:15]3[cH:16][c:17]([NH:21][C:22](=[O:23])[NH:24][c:25]4[cH:26][cH:27][cH:28][cH:29][cH:30]4)[cH:18][cH:19][cH:20]3)[cH:13][cH:14]2)[C:5](=[O:7])[NH:6]1. Reactants: CC(C)(C)O, CC(C)(C)[O-], CC(C)=C1C=CC=C1, ClC(Cl)(Cl)Cl, CCOC(=O)CCl, [K+]. The product is CCOC(=O)C1C(C)(C)C12C=CC=C2. Reaction SMILES: [C:22]([OH:23])([CH3:24])([CH3:25])[CH3:26].[CH3:16][C:17]([CH3:18])([O-:19])[CH3:20].[CH3:1][C:2](=[C:3]1[CH:4]=[CH:5][CH:6]=[CH:7]1)[CH3:8].[Cl:27][C:28]([Cl:29])([Cl:30])[Cl:31].[Cl:9][CH2:10][C:11](=[O:12])[O:13][CH2:14][CH3:15].[K+:21]>>[CH3:1][C:2]1([CH3:8])[C:3]2([CH:4]=[CH:5][CH:6]=[CH:7]2)[CH:10]1[C:11](=[O:12])[O:13][CH2:14][CH3:15]. Starting materials: CC(C)(C)c1c(N)nn2cccnc12, O=C(Cl)CCC1CCCC1, c1ccncc1. Yields the product CC(C)(C)c1c(NC(=O)CCC2CCCC2)nn2cccnc12. As a reaction SMILES: [C:1]([CH3:2])([CH3:3])([CH3:4])[c:5]1[c:6]([NH2:14])[n:7][n:8]2[c:9]1[n:10][cH:11][cH:12][cH:13]2.[CH:15]1([CH2:20][CH2:21][C:22](=[O:23])[Cl:24])[CH2:16][CH2:17][CH2:18][CH2:19]1.[cH:25]1[cH:26][cH:27][n:28][cH:29][cH:30]1>>[C:1]([CH3:2])([CH3:3])([CH3:4])[c:5]1[c:6]([NH:14][C:22]([CH2:21][CH2:20][CH:15]2[CH2:16][CH2:17][CH2:18][CH2:19]2)=[O:23])[n:7][n:8]2[c:9]1[n:10][cH:11][cH:12][cH:13]2.